This data is from the Open Reaction Database (ORD), a public repository of structured organic reaction records. The task is: describe an organic reaction: reactants, conditions, products, and yield Reactants: C(C)(C)(C)OC(NCCC(C(N1CCN(CC1)C1=NC=NC2=CC=CC=C12)=O)CC1=CC=C(C=C1)C)=O ([3-(4-Methyl-benzyl)-4-oxo-4-(4-quinazolin-4-yl-piperazin-1-yl)-butyl]-carbamic acid tert-butyl ester), C(Cl)Cl (DCM). Run in Cl (HCl), O1CCOCC1 (dioxane). Conditions: time 8 hour. The product is Cl.Cl.NCCC(C(=O)N1CCN(CC1)C1=NC=NC2=CC=CC=C12)CC1=CC=C(C=C1)C (4-Amino-2-(4-methylbenzyl)-1-(4-quinazolin-4-yl-piperazin-1-yl)-butan-1-one dihydrochloride). As a reaction SMILES: C(OC(=O)[NH:7][CH2:8][CH2:9][CH:10]([CH2:29][C:30]1[CH:35]=[CH:34][C:33]([CH3:36])=[CH:32][CH:31]=1)[C:11](=[O:28])[N:12]1[CH2:17][CH2:16][N:15]([C:18]2[C:27]3[C:22](=[CH:23][CH:24]=[CH:25][CH:26]=3)[N:21]=[CH:20][N:19]=2)[CH2:14][CH2:13]1)(C)(C)C.C(Cl)[Cl:39]>Cl.O1CCOCC1>[ClH:39].[ClH:39].[NH2:7][CH2:8][CH2:9][CH:10]([CH2:29][C:30]1[CH:31]=[CH:32][C:33]([CH3:36])=[CH:34][CH:35]=1)[C:11]([N:12]1[CH2:13][CH2:14][N:15]([C:18]2[C:27]3[C:22](=[CH:23][CH:24]=[CH:25][CH:26]=3)[N:21]=[CH:20][N:19]=2)[CH2:16][CH2:17]1)=[O:28] |f:4.5.6|. Procedure: A mixture containing [3-(4-Methyl-benzyl)-4-oxo-4-(4-quinazolin-4-yl-piperazin-1-yl)-butyl]-carbamic acid tert-butyl ester (0.22 g, 0.44 mmol) in 10 mL of DCM and 5 mL of 4N HCl in dioxane was allowed to stir at room temperature under a nitrogen atmosphere overnight. The reaction was concentrated under reduced pressure. The residue was dissolved in methanol and ether added to precipitate the product. The solids were filtered and dried to afford 4-Amino-2-(4-methylbenzyl)-1-(4-quinazolin-4-yl-pip... Starting materials: CC=1N(C=CN1)CCOC1=CC=C(C=C1)N1C2=C(C=CC1=O)C(=C(S2)C(=O)OCC)C2=CC=CC=C2 (Ethyl 7-{4-[2-(2-methyl-1H-imidazol-1-yl)ethoxy]phenyl}-6-oxo-3-phenyl-6,7-dihydrothieno[2,3-b]pyridine-2-carboxylate), [OH-].[Na+] (sodium hydroxide), solution. The solvent is CCO (EtOH), O (water). The product is CC=1N(C=CN1)CCOC1=CC=C(C=C1)N1C2=C(C=CC1=O)C(=C(S2)C(=O)O)C2=CC=CC=C2 (7-{4-[2-(2-Methyl-1H-imidazol-1-yl)ethoxy]phenyl}-6-oxo-3-phenyl-6,7-dihydrothieno[2,3-b]pyridine-2-carboxylic acid). Reaction SMILES: [CH3:1][C:2]1[N:3]([CH2:7][CH2:8][O:9][C:10]2[CH:15]=[CH:14][C:13]([N:16]3[C:21](=[O:22])[CH:20]=[CH:19][C:18]4[C:23]([C:31]5[CH:36]=[CH:35][CH:34]=[CH:33][CH:32]=5)=[C:24]([C:26]([O:28]CC)=[O:27])[S:25][C:17]3=4)=[CH:12][CH:11]=2)[CH:4]=[CH:5][N:6]=1.[OH-].[Na+]>CCO.O>[CH3:1][C:2]1[N:3]([CH2:7][CH2:8][O:9][C:10]2[CH:11]=[CH:12][C:13]([N:16]3[C:21](=[O:22])[CH:20]=[CH:19][C:18]4[C:23]([C:31]5[CH:32]=[CH:33][CH:34]=[CH:35][CH:36]=5)=[C:24]([C:26]([OH:28])=[O:27])[S:25][C:17]3=4)=[CH:14][CH:15]=2)[CH:4]=[CH:5][N:6]=1 |f:1.2|. Procedure details: To a solution of the compound of Example 91 (134 mg, 0.27 mmol) in EtOH (0.5 mL) and water (0.73 mL) was added sodium hydroxide (0.27 mL of a 1M solution, 0.27 mmol) and the mixture heated at reflux for 5 h. The reaction was freeze dried to give 7-{4-[2-(2-Methyl-1H-imidazol-1-yl)ethoxy]phenyl}-6-oxo-3-phenyl-6,7-dihydrothieno[2,3-b]pyridine-2-carboxylic acid as a solid. LCMS (ES+) RT 2.34 minutes, 472 (M+H)+. This compound was dissolved in DMF (2 mL) and thionyl chloride (30 μL, 0.405 mmol) was... The reactants are C(C)(C)(C)OC(=O)N1N=CC2=CC(=CC=C12)NC(C(OS(=O)(=O)C)C1=CC(=CC=C1)Cl)=O (5-[2-(3-chloro-phenyl)-2-methanesulfonyloxy-acetylamino]-indazole-1-carboxylic acid tert-butyl ester), N1=CC=CC=C1 (pyridine), C(C)(C)(C)OC(NCCN)=O ((2-amino-ethyl)-carbamic acid tert-butyl ester). Solvent: C1CCOC1 (THF), C1CCOC1 (THF). Run at temperature 60 celsius. Yields the product C(C)(C)(C)OC(=O)N1N=CC2=CC(=CC=C12)NC(C(C1=CC(=CC=C1)Cl)NCCNC(=O)OC(C)(C)C)=O (5-[2-(2-tert-Butoxycarbonylamino-ethylamino)-2-(3-chloro-phenyl)-acetylamino]-indazole-1-carboxylic acid tert-butyl ester). Isolated yield 85.0%. RXN SMILES: [C:1]([O:5][C:6]([N:8]1[C:16]2[C:11](=[CH:12][C:13]([NH:17][C:18](=[O:32])[CH:19]([C:25]3[CH:30]=[CH:29][CH:28]=[C:27]([Cl:31])[CH:26]=3)OS(C)(=O)=O)=[CH:14][CH:15]=2)[CH:10]=[N:9]1)=[O:7])([CH3:4])([CH3:3])[CH3:2].N1C=CC=CC=1.[C:39]([O:43][C:44](=[O:49])[NH:45][CH2:46][CH2:47][NH2:48])([CH3:42])([CH3:41])[CH3:40]>C1COCC1>[C:1]([O:5][C:6]([N:8]1[C:16]2[C:11](=[CH:12][C:13]([NH:17][C:18](=[O:32])[CH:19]([NH:48][CH2:47][CH2:46][NH:45][C:44]([O:43][C:39]([CH3:42])([CH3:41])[CH3:40])=[O:49])[C:25]3[CH:30]=[CH:29][CH:28]=[C:27]([Cl:31])[CH:26]=3)=[CH:14][CH:15]=2)[CH:10]=[N:9]1)=[O:7])([CH3:2])([CH3:4])[CH3:3]. Procedure: To a solution of 5-[2-(3-chloro-phenyl)-2-methanesulfonyloxy-acetylamino]-indazole-1-carboxylic acid tert-butyl ester (1.49 mmol) in dry THF (4 mL) was added pyridine (4.48 mmol, 3 equivalents) followed by followed by a dry THF solution of (2-amino-ethyl)-carbamic acid tert-butyl ester (3 equivalents, ˜0.5 mL/mmol). The resulting solution was refluxed at 60° C. overnight. The reaction mixture was then concentrated in vacuo and the resulting oil was partitioned between EtOAc and brine. The organi... Reactants: C(C1=CC=CC=C1)N1CCCC2=CC=C(C=C12)CC=1C=C(C=CC1C(C)C)[C@@]1(O[C@@H]([C@H]([C@@H]([C@H]1O)O)O)CO)OC ((2S,3R,4S,5S,6R)-2-[3-(1-benzyl-1,2,3,4-tetrahydro-quinolin-7-ylmethyl)-4-isopropyl-phenyl]-6-hydroxymethyl-2-methoxy-tetrahydro-pyran-3,4,5-triol), C(C)[SiH](CC)CC (triethylsilane), B(F)(F)F (boron trifluoride), complex. The solvent is C(C)#N.ClC(C)Cl (acetonitrile dichloroethane). Reaction conditions: temperature -55 celsius, time 1 hour. The product is C(C1=CC=CC=C1)N1CCCC2=CC=C(C=C12)CC=1C=C(C=CC1C(C)C)[C@@H]1O[C@@H]([C@H]([C@@H]([C@H]1O)O)O)CO ((2S,3R,4R,5S,6R)-2-[3-(1-Benzyl-1,2,3,4-tetrahydro-quinolin-7-ylmethyl)-4-isopropyl-phenyl]-6-hydroxymethyl-tetrahydro-pyran-3,4,5-triol). Yield: 88.2%. RXN SMILES: [CH2:1]([N:8]1[C:17]2[C:12](=[CH:13][CH:14]=[C:15]([CH2:18][C:19]3[CH:20]=[C:21]([C@@:28]4(OC)[C@H:33]([OH:34])[C@@H:32]([OH:35])[C@H:31]([OH:36])[C@@H:30]([CH2:37][OH:38])[O:29]4)[CH:22]=[CH:23][C:24]=3[CH:25]([CH3:27])[CH3:26])[CH:16]=2)[CH2:11][CH2:10][CH2:9]1)[C:2]1[CH:7]=[CH:6][CH:5]=[CH:4][CH:3]=1.C([SiH](CC)CC)C.B(F)(F)F>C(#N)C.ClC(Cl)C>[CH2:1]([N:8]1[C:17]2[C:12](=[CH:13][CH:14]=[C:15]([CH2:18][C:19]3[CH:20]=[C:21]([C@H:28]4[C@H:33]([OH:34])[C@@H:32]([OH:35])[C@H:31]([OH:36])[C@@H:30]([CH2:37][OH:38])[O:29]4)[CH:22]=[CH:23][C:24]=3[CH:25]([CH3:27])[CH3:26])[CH:16]=2)[CH2:11][CH2:10][CH2:9]1)[C:2]1[CH:7]=[CH:6][CH:5]=[CH:4][CH:3]=1 |f:3.4|. Procedure details: To a stirred solution of (2S,3R,4S,5S,6R)-2-[3-(1-benzyl-1,2,3,4-tetrahydro-quinolin-7-ylmethyl)-4-isopropyl-phenyl]-6-hydroxymethyl-2-methoxy-tetrahydro-pyran-3,4,5-triol (1.20 g, 2.19 mmol) in acetonitrile-dichloroethane 1:1 (20 mL) was added triethylsilane (1.39 mL, 8.76 mmol) at room temperature, then the reaction mixture cooled to −50 to −60° C. and boron trifluoride diethyletharate complex (0.55 mL, 4.38 mmol) was added dropwise, and the reaction mixture was stirred at same temperature and... Starting materials: CS(=O)(=O)Cl (methanesulfonyl chloride), ClC=1N(C=C(N1)[N+](=O)[O-])C[C@@](CO)(C)O ((R)-2-chloro-1-(2,3-dihydroxy-2-methylpropyl)-4-nitroimidazole), Cl (hydrochloric acid). The solvent is N1=CC=CC=C1 (pyridine). Run at temperature 5 celsius, time 1 hour. Product: ClC=1N(C=C(N1)[N+](=O)[O-])C[C@@](COS(=O)(=O)C)(C)O ((R)-2-chloro-1-(2-hydroxy-3-methanesulfonyloxy-2-methylpropyl)-4-nitroimidazole). Yield: 80.6%. RXN SMILES: [Cl:1][C:2]1[N:3]([CH2:10][C@:11]([OH:15])([CH3:14])[CH2:12][OH:13])[CH:4]=[C:5]([N+:7]([O-:9])=[O:8])[N:6]=1.[CH3:16][S:17](Cl)(=[O:19])=[O:18].Cl>N1C=CC=CC=1>[Cl:1][C:2]1[N:3]([CH2:10][C@:11]([OH:15])([CH3:14])[CH2:12][O:13][S:17]([CH3:16])(=[O:19])=[O:18])[CH:4]=[C:5]([N+:7]([O-:9])=[O:8])[N:6]=1. Procedure: (R)-2-Chloro-1-(2,3-dihydroxy-2-methylpropyl)-4-nitroimidazole prepared in Example 10 (879 g, 3.73 mol) was dissolved in pyridine (1778 ml) and cooled to 5° C. To this solution, methanesulfonyl chloride (432.7 ml, 5.59 mol) was added dropwise below 15° C., and the resulting mixture was stirred at the same temperature for 1 hour. To the mixture, 6N hydrochloric acid (5500 ml) was added below 30° C., and the resulting mixture was stirred for 40 minutes with cooling on ice-bath. The precipitates we... The reactants are C1CCNCC1, CN(C)C=O, CCOC(=O)C1(CCCCl)CC=CCC1c1ccccc1. The product is CCOC(=O)C1(CCCN2CCCCC2)CC=CCC1c1ccccc1. RXN SMILES: [CH2:22]1[CH2:23][CH2:24][NH:25][CH2:26][CH2:27]1.[CH3:28][N:29]([CH3:30])[CH:31]=[O:32].[Cl:1][CH2:2][CH2:3][CH2:4][C:5]1([C:17](=[O:18])[O:19][CH2:20][CH3:21])[CH2:6][CH:7]=[CH:8][CH2:9][CH:10]1[c:11]1[cH:12][cH:13][cH:14][cH:15][cH:16]1>>[CH2:2]([CH2:3][CH2:4][C:5]1([C:17](=[O:18])[O:19][CH2:20][CH3:21])[CH2:6][CH:7]=[CH:8][CH2:9][CH:10]1[c:11]1[cH:12][cH:13][cH:14][cH:15][cH:16]1)[N:25]1[CH2:24][CH2:23][CH2:22][CH2:27][CH2:26]1.